The task is: describe an organic reaction: reactants, conditions, products, and yield. This data is from the Open Reaction Database (ORD), a public repository of structured organic reaction records. Starting materials: S1C=NC2=C1C=CC=C2 (benzothiazole), C(C=C)Br (allylbromide). Product: [Br-].C(C=C)[N+]1=CSC2=C1C=CC=C2 (3-ALLYLBENZOTHIAZOLIUM BROMIDE). RXN SMILES: [S:1]1[C:5]2[CH:6]=[CH:7][CH:8]=[CH:9][C:4]=2[N:3]=[CH:2]1.[CH2:10]([Br:13])[CH:11]=[CH2:12]>>[Br-:13].[CH2:12]([N+:3]1[C:4]2[CH:9]=[CH:8][CH:7]=[CH:6][C:5]=2[S:1][CH:2]=1)[CH:11]=[CH2:10] |f:2.3|. Reported procedure: 135 g of benzothiazole and 121 g of allylbromide were mixed and the mixture was heated for 2 hours on a steam bath to solidify by crystallization. After cooling, diethyl ether was added to wash the crystals. After filtration and drying, the crystals obtained were recrystallized from ethanol. Melting point: 145°-147°C. Starting materials: CN(C1CN(CC1)C1=CC=C(C=C1)NC(=O)C=1OC(=CC1)Br)C (5-Bromofuran-2-carboxylic acid [4-(3-dimethylaminopyrrolidin-1-yl)phenyl]amide), C(CCC)OC1=CC=C(C=C1)C#C (1-butoxy-4-ethynylbenzene), Pd(tBu3P)2Cl2, C(C)(C)NC(C)C (N,N-diisopropylamine). Reagents/catalysts: [Cu]I (copper (I) iodide). Solvent: CN(C=O)C (N,N-dimethylformamide), O1CCCC1 (tetrahydrofuran). Conditions: time 8 hour. The product is CN(C1CN(CC1)C1=CC=C(C=C1)NC(=O)C=1OC(=CC1)C#CC1=CC=C(C=C1)OCCCC)C (5-(4-Butoxyphenylethynyl)furan-2-carboxylic acid [4-(3-dimethylaminopyrrolidin-1-yl)-phenyl]amide). As a reaction SMILES: [CH3:1][N:2]([CH3:23])[CH:3]1[CH2:7][CH2:6][N:5]([C:8]2[CH:13]=[CH:12][C:11]([NH:14][C:15]([C:17]3[O:18][C:19](Br)=[CH:20][CH:21]=3)=[O:16])=[CH:10][CH:9]=2)[CH2:4]1.[CH2:24]([O:28][C:29]1[CH:34]=[CH:33][C:32]([C:35]#[CH:36])=[CH:31][CH:30]=1)[CH2:25][CH2:26][CH3:27].C(NC(C)C)(C)C>CN(C)C=O.O1CCCC1.[Cu]I>[CH3:1][N:2]([CH3:23])[CH:3]1[CH2:7][CH2:6][N:5]([C:8]2[CH:13]=[CH:12][C:11]([NH:14][C:15]([C:17]3[O:18][C:19]([C:36]#[C:35][C:32]4[CH:33]=[CH:34][C:29]([O:28][CH2:24][CH2:25][CH2:26][CH3:27])=[CH:30][CH:31]=4)=[CH:20][CH:21]=3)=[O:16])=[CH:10][CH:9]=2)[CH2:4]1. Procedure: 5-Bromofuran-2-carboxylic acid [4-(3-dimethylaminopyrrolidin-1-yl)phenyl]amide (75 mg) was dissolved together with 1-butoxy-4-ethynylbenzene (35 mg) in N,N-dimethylformamide (1 ml) and, under argon, added dropwise to a suspension of Pd(tBu3P)2Cl2 (4 mg), copper (I) iodide (75 mg) and N,N-diisopropylamine (20 mg) in anhydrous tetrahydrofuran (3 ml). The mixture was stirred at room temperature for 8 hours. The reaction was worked up by filtration through a syringe filter and concentrated, and the ... The reactants are C(#N)C1=CC=C(OC=2C=C(C(=O)O)C=C(C2)OC2=CC=C(C=C2)C#N)C=C1 (3,5-bis-(4-cyano-phenoxy)-benzoic acid), C(C)(C)(C)OC(NCCCNC1CC1)=O ((3-cyclopropylamino-propyl)-carbamic acid tert-butyl ester). Product: C(C)(C)(C)OC(NCCCN(C1CC1)C(C1=CC(=CC(=C1)OC1=CC=C(C=C1)C#N)OC1=CC=C(C=C1)C#N)=O)=O ((3-{[3,5-Bis-(4-cyano-phenoxy)-benzoyl]-cyclopropyl-amino}-propyl)-carbamic Acid Tert-butyl Ester). The yield is 80.8%. RXN SMILES: [C:1]([C:3]1[CH:27]=[CH:26][C:6]([O:7][C:8]2[CH:9]=[C:10]([CH:14]=[C:15]([O:17][C:18]3[CH:23]=[CH:22][C:21]([C:24]#[N:25])=[CH:20][CH:19]=3)[CH:16]=2)[C:11](O)=[O:12])=[CH:5][CH:4]=1)#[N:2].[C:28]([O:32][C:33](=[O:42])[NH:34][CH2:35][CH2:36][CH2:37][NH:38][CH:39]1[CH2:41][CH2:40]1)([CH3:31])([CH3:30])[CH3:29]>>[C:28]([O:32][C:33](=[O:42])[NH:34][CH2:35][CH2:36][CH2:37][N:38]([C:11](=[O:12])[C:10]1[CH:9]=[C:8]([O:7][C:6]2[CH:26]=[CH:27][C:3]([C:1]#[N:2])=[CH:4][CH:5]=2)[CH:16]=[C:15]([O:17][C:18]2[CH:23]=[CH:22][C:21]([C:24]#[N:25])=[CH:20][CH:19]=2)[CH:14]=1)[CH:39]1[CH2:41][CH2:40]1)([CH3:31])([CH3:29])[CH3:30]. Procedure details: Following the procedure of Example 5(c) 3,5-bis-(4-cyano-phenoxy)-benzoic acid 1.2 g (3.36 mmol) and (3-cyclopropylamino-propyl)-carbamic acid tert-butyl ester (0.72 g, 3.36 mmol) were used to afford 1.5 g of the required product. 1H NMR (DMSO-d6): δ 0.48 (1H, m), 0.65 (2H, m), 1.38 (9H, s), 1.42 (2H, m), 1.68 (2H, m), 2.95 (2H, m), 3.22 (2H, m), 6.80 (1H, brs), 6.95 (1H, s), 7.08 (2H, m), 7.25 (4H, m), 7.88 (4H, m).